This data is from the Open Reaction Database (ORD), a public repository of structured organic reaction records. The task is: describe an organic reaction: reactants, conditions, products, and yield Reactants: CC#N, CC(Cl)Cl, Cc1nnc2n1-c1ccc(N=C=O)cc1C(c1ccccc1F)=NC2, Cc1nnc2n1-c1ccc(N)cc1C(c1ccccc1F)=NC2, NCCO, [Na+], [Na+], O=C([O-])[O-]. Yields the product Cc1nnc2n1-c1ccc(NC(=O)NCCO)cc1C(c1ccccc1F)=NC2. As a reaction SMILES: [CH3:63][C:64]#[N:65].[Cl:1][CH:2]([Cl:3])[CH3:4].[F:5][c:6]1[c:7]([C:12]2=[N:13][CH2:14][c:15]3[n:16]([c:26]([CH3:29])[n:27][n:28]3)-[c:17]3[c:18]2[cH:19][c:20]([N:23]=[C:24]=[O:25])[cH:21][cH:22]3)[cH:8][cH:9][cH:10][cH:11]1.[NH2:30][c:31]1[cH:32][cH:33][c:34]2[c:51]([cH:52]1)[C:43]([c:44]1[cH:45][cH:46][cH:47][cH:48][c:49]1[F:50])=[N:42][CH2:41][c:40]1[n:35]-2[c:36]([CH3:37])[n:38][n:39]1.[NH2:59][CH2:60][CH2:61][OH:62].[Na+:53].[Na+:54].[O-:55][C:56](=[O:57])[O-:58]>>[F:5][c:6]1[c:7]([C:12]2=[N:13][CH2:14][c:15]3[n:16]([c:26]([CH3:29])[n:27][n:28]3)-[c:17]3[c:18]2[cH:19][c:20]([NH:23][C:24](=[O:25])[NH:59][CH2:60][CH2:61][OH:62])[cH:21][cH:22]3)[cH:8][cH:9][cH:10][cH:11]1.